From a dataset of the Open Reaction Database (ORD), a public repository of structured organic reaction records. describe an organic reaction: reactants, conditions, products, and yield Starting materials: CNC(=O)NCCCC(O)(c1cccc(Cl)c1)C1CCCN(C(=O)OC(C)(C)C)C1, CC#N, Cl. Product: CNC(=O)NCCCC(O)(c1cccc(Cl)c1)C1CCCNC1. RXN SMILES: [CH3:1][NH:2][C:3](=[O:4])[NH:5][CH2:6][CH2:7][CH2:8][C:9]([OH:10])([c:11]1[cH:12][c:13]([Cl:17])[cH:14][cH:15][cH:16]1)[CH:18]1[CH2:19][N:20]([C:24]([O:25][C:26]([CH3:27])([CH3:28])[CH3:29])=[O:30])[CH2:21][CH2:22][CH2:23]1.[CH3:32][C:33]#[N:34].[ClH:31]>>[CH3:1][NH:2][C:3](=[O:4])[NH:5][CH2:6][CH2:7][CH2:8][C:9]([OH:10])([c:11]1[cH:12][c:13]([Cl:17])[cH:14][cH:15][cH:16]1)[CH:18]1[CH2:19][NH:20][CH2:21][CH2:22][CH2:23]1. Starting materials: N1=CC=CC=C1 (Pyridine), C1(=CC=C(C=C1)S(=O)(=O)Cl)C (p-toluenesulfonyl chloride), NC1=C(C=C(C=C1)C)O (2-amino-5-methylphenol). Run in C(Cl)Cl (CH2Cl2). Reaction conditions: temperature 40 celsius, time 4 hour. The product is OC1=C(C=CC(=C1)C)NS(=O)(=O)C1=CC=C(C=C1)C (N-(2-Hydroxy-4-methylphenyl)-4-methylbenzenesulfonamide). RXN SMILES: N1C=CC=CC=1.[C:7]1([CH3:17])[CH:12]=[CH:11][C:10]([S:13](Cl)(=[O:15])=[O:14])=[CH:9][CH:8]=1.[NH2:18][C:19]1[CH:24]=[CH:23][C:22]([CH3:25])=[CH:21][C:20]=1[OH:26]>C(Cl)Cl>[OH:26][C:20]1[CH:21]=[C:22]([CH3:25])[CH:23]=[CH:24][C:19]=1[NH:18][S:13]([C:10]1[CH:11]=[CH:12][C:7]([CH3:17])=[CH:8][CH:9]=1)(=[O:15])=[O:14]. Reported procedure: Pyridine (810 μl) and then, a little at a time, p-toluenesulfonyl chloride (1.91 g, 10 mmol) are added to a solution of 2-amino-5-methylphenol (1.23 g, 10 mmol) in CH2Cl2 (20 ml). The reaction mixture is stirred at 40° C. for 4 h. The solvent is distilled off under reduced pressure, ethyl acetate is added to the residue and the solid is filtered off with suction.